From a dataset of the Open Reaction Database (ORD), a public repository of structured organic reaction records. describe an organic reaction: reactants, conditions, products, and yield The reactants are BrC1=C(C=CC=C1)C=1C=CC(N(C1)CCCC=1C=C(OCC(=O)OCC)C=CC1)=O (ethyl (3-{3-[5-(2-bromophenyl)-2-oxopyridin-1(2H)-yl]propyl}phenoxy)acetate), COC1=C(C=CC=C1)B(O)O ((2-methoxyphenyl)boronic acid), C(=O)([O-])[O-].[Na+].[Na+] (Na2CO3). The reagents and catalysts are C=1C=CC(=CC1)[P](C=2C=CC=CC2)(C=3C=CC=CC3)[Pd]([P](C=4C=CC=CC4)(C=5C=CC=CC5)C=6C=CC=CC6)([P](C=7C=CC=CC7)(C=8C=CC=CC8)C=9C=CC=CC9)[P](C=1C=CC=CC1)(C=1C=CC=CC1)C=1C=CC=CC1 (Pd(PPh3)4). The solvent is C1(=CC=CC=C1)C (toluene), O (water). Conditions: temperature 98 celsius, time 30 hour. Product: COC1=C(C=CC=C1)C1=C(C=CC=C1)C=1C=CC(N(C1)CCCC=1C=C(OCC(=O)OCC)C=CC1)=O (ethyl (3-{3-[5-(2′-methoxybiphenyl-2-yl)-2-oxopyridin-1(2H)-yl]propyl}phenoxy)acetate). Yield: 30.2%. As a reaction SMILES: Br[C:2]1[CH:7]=[CH:6][CH:5]=[CH:4][C:3]=1[C:8]1[CH:9]=[CH:10][C:11](=[O:30])[N:12]([CH2:14][CH2:15][CH2:16][C:17]2[CH:18]=[C:19]([CH:27]=[CH:28][CH:29]=2)[O:20][CH2:21][C:22]([O:24][CH2:25][CH3:26])=[O:23])[CH:13]=1.[CH3:31][O:32][C:33]1[CH:38]=[CH:37][CH:36]=[CH:35][C:34]=1B(O)O.C([O-])([O-])=O.[Na+].[Na+]>C1(C)C=CC=CC=1.O.C1C=CC([P]([Pd]([P](C2C=CC=CC=2)(C2C=CC=CC=2)C2C=CC=CC=2)([P](C2C=CC=CC=2)(C2C=CC=CC=2)C2C=CC=CC=2)[P](C2C=CC=CC=2)(C2C=CC=CC=2)C2C=CC=CC=2)(C2C=CC=CC=2)C2C=CC=CC=2)=CC=1>[CH3:31][O:32][C:33]1[CH:38]=[CH:37][CH:36]=[CH:35][C:34]=1[C:2]1[CH:7]=[CH:6][CH:5]=[CH:4][C:3]=1[C:8]1[CH:9]=[CH:10][C:11](=[O:30])[N:12]([CH2:14][CH2:15][CH2:16][C:17]2[CH:18]=[C:19]([CH:27]=[CH:28][CH:29]=2)[O:20][CH2:21][C:22]([O:24][CH2:25][CH3:26])=[O:23])[CH:13]=1 |f:2.3.4,^1:59,61,80,99|. Reported procedure: A mixture of ethyl (3-{3-[5-(2-bromophenyl)-2-oxopyridin-1(2H)-yl]propyl}phenoxy)acetate (235 mg), (2-methoxyphenyl)boronic acid (114 mg), Na2CO3(159 mg), Pd(PPh3)4 (29 mg) in toluene (8 mL) and water (4 mL) was stirred under N2 gas atmosphere at 98° C. for 30 hours and cooled to ambient temperature. The reaction mixture was extracted with EtOAc. The organic layer was washed with brine, dried over anhydrous MgSO4, filtered and evaporated in vacuo. The aqueous layer of the reaction mixture was ac...